Dataset: the Open Reaction Database (ORD), a public repository of structured organic reaction records. Task: describe an organic reaction: reactants, conditions, products, and yield Starting materials: 184, FC(C(CC(=O)OCC)=O)(F)F (ethyl trifluoroacetoacetate), C1(=CC=CC=C1)NN (phenylhydrazine), C(C)O (ethanol), Be hydrochloric acid. The solvent is O (water). Conditions: time 1 hour. The product is C1(=CC=CC=C1)N1NC(=CC1=O)C(F)(F)F (1-phenyl-3-trifluoromethyl-5-pyrazolone). Reaction SMILES: [F:1][C:2]([F:12])([F:11])[C:3](=O)[CH2:4][C:5]([O:7]CC)=O.[C:13]1([NH:19][NH2:20])[CH:18]=[CH:17][CH:16]=[CH:15][CH:14]=1.C(O)C>O>[C:13]1([N:19]2[C:5](=[O:7])[CH:4]=[C:3]([C:2]([F:1])([F:11])[F:12])[NH:20]2)[CH:18]=[CH:17][CH:16]=[CH:15][CH:14]=1. Reported procedure: A mixture of 184 parts of ethyl trifluoroacetoacetate, 120 parts of phenylhydrazine, 200 parts by volume of ethanol and 20 parts by volume of 22° Be hydrochloric acid was heated under reflux, with stirring, for one hour, then 500 parts of water were added and the product was cooled in ice. The yellow precipitate obtained was filtered off, drained, washed, with a small portion of chilled toluene until decoloration took place. Thereafter it was dried in an oven (50° C.). 215 parts of 1-phenyl-3-tr...